This data is from the Open Reaction Database (ORD), a public repository of structured organic reaction records. The task is: describe an organic reaction: reactants, conditions, products, and yield Reactants: BrCCCCC\C=C(\C(=O)O)/NC(=O)C1C(C1)(C)C (Z-8-bromo-2-(2,2-dimethylcyclopropanecarboxamido)-2-octenoic acid), CNCC(=O)O (CH3NHCH2CO2H), O (water). The solvent is N#N (N2). The product is C(=O)(O)CN(CCCCC\C=C(\C(=O)O)/NC(=O)C1C(C1)(C)C)C (Z-8-[(Carboxymethyl)methylamino]-2-(2,2-dimethylcyclopropanecarboxamido)-2-octenoic acid). RXN SMILES: Br[CH2:2][CH2:3][CH2:4][CH2:5][CH2:6]/[CH:7]=[C:8](\[NH:12][C:13]([CH:15]1[CH2:17][C:16]1([CH3:19])[CH3:18])=[O:14])/[C:9]([OH:11])=[O:10].[CH3:20][NH:21][CH2:22][C:23]([OH:25])=[O:24].O>N#N>[C:23]([CH2:22][N:21]([CH3:20])[CH2:2][CH2:3][CH2:4][CH2:5][CH2:6]/[CH:7]=[C:8](\[NH:12][C:13]([CH:15]1[CH2:17][C:16]1([CH3:19])[CH3:18])=[O:14])/[C:9]([OH:11])=[O:10])([OH:25])=[O:24]. Procedure details: 3.32 g. of Z-8-bromo-2-(2,2-dimethylcyclopropanecarboxamido)-2-octenoic acid, 1.0 g. of CH3NHCH2CO2H, 3.5 g. of Na2Co3 and 30 ml of water were heated at 80° C. in N2 for 1.5 hours. After purification, 1.0 g. of product was obtained, calc. for C17H28N2O5.2H2O:C, 54,24; H, 8.57; N, 7.44; found: C, 54.40; H,8.34; N, 7.16. Reactants: C1=CC=CC=2CC3=CC=CC=C3C(C12)=O (9-anthrone), BrC1=CC=CC2=CC=CC=C12 (1-bromonaphthalene), [Mg] (magnesium). The solvent is C(C)OCC (diethyl ether). The product is Grignard reagent, C1(=CC=CC2=CC=CC=C12)C=1C2=CC=CC=C2C=C2C=CC=CC12 (9-α-naphthylanthracene). Reaction SMILES: Br[C:2]1[C:11]2[C:6](=[CH:7][CH:8]=[CH:9][CH:10]=2)[CH:5]=[CH:4][CH:3]=1.[Mg].[CH:13]1[C:26]2[C:25](=O)[C:24]3[C:19](=[CH:20][CH:21]=[CH:22][CH:23]=3)[CH2:18][C:17]=2[CH:16]=[CH:15][CH:14]=1>C(OCC)C>[C:2]1([C:18]2[C:19]3[C:24]([CH:25]=[C:26]4[C:17]=2[CH:16]=[CH:15][CH:14]=[CH:13]4)=[CH:23][CH:22]=[CH:21][CH:20]=3)[C:11]2[C:6](=[CH:7][CH:8]=[CH:9][CH:10]=2)[CH:5]=[CH:4][CH:3]=1. Procedure details: A Grignard reagent was prepared from 1-bromonaphthalene and magnesium in diethyl ether under an inert atmosphere. The reagent was reacted with 9-anthrone. The reaction was quenched with hydrochloric acid, and the mixture was purified as usual, to give the desired 9-α-naphthylanthracene. Yields the product COCCc1sc(S(=O)(=O)NC(=O)Nc2cc(SC)cc(NCCO)n2)cc1C. As a reaction SMILES: [C:1]([Si:2]([CH3:3])([CH3:4])[O:6][CH2:7][CH2:8][NH:9][c:10]1[cH:11][c:12]([S:33][CH3:34])[cH:13][c:14]([NH:16][C:17](=[O:18])[NH:19][S:20](=[O:21])(=[O:22])[c:23]2[s:24][c:25]([CH2:29][CH2:30][O:31][CH3:32])[c:26]([CH3:28])[cH:27]2)[n:15]1)([CH3:5])([CH3:35])[CH3:36].[CH3:38][OH:39].[ClH:37]>>[OH:6][CH2:7][CH2:8][NH:9][c:10]1[cH:11][c:12]([S:33][CH3:34])[cH:13][c:14]([NH:16][C:17](=[O:18])[NH:19][S:20](=[O:21])(=[O:22])[c:23]2[s:24][c:25]([CH2:29][CH2:30][O:31][CH3:32])[c:26]([CH3:28])[cH:27]2)[n:15]1. Reactants: COCCc1sc(S(=O)(=O)NC(=O)Nc2cc(SC)cc(NCCO[Si](C)(C)C(C)(C)C)n2)cc1C, CO, Cl. Solvent: C(C)O (ethanol), O (water). As a reaction SMILES: [SH:1][CH2:2][CH2:3][C:4]([N:6]1[CH2:13][C:12](=[O:14])[CH2:11][C@H:7]1[C:8]([OH:10])=[O:9])=[O:5].[OH-:15].[Na+].II>O.C(O)C>[O:15]=[C:4]([N:6]1[CH2:13][C:12](=[O:14])[CH2:11][C@H:7]1[C:8]([OH:10])=[O:9])[CH2:3][CH2:2][S:1][S:1][CH2:2][CH2:3][C:4]([N:6]1[CH2:13][C:12](=[O:14])[CH2:11][C@H:7]1[C:8]([OH:10])=[O:9])=[O:5] |f:1.2|. Product: O=C(CCSSCCC(=O)N1[C@H](C(=O)O)CC(C1)=O)N1[C@H](C(=O)O)CC(C1)=O (1,1'-[dithiobis(1-oxo-3,1-propanediyl)]bis[4-oxo-L-proline]). Reactants: II (iodine), [OH-].[Na+] (sodium hydroxide), SCCC(=O)N1[C@H](C(=O)O)CC(C1)=O (1-(3-Mercapto-1-oxopropyl)-4-oxo-L-proline), [OH-].[Na+] (sodium hydroxide). Reported procedure: The product from Example 2 is dissolved in water and the pH adjusted to 6.5 by the addition of 1 N sodium hydroxide. To this stirred solution is added dropwise a 0.5 M iodine solution in 95% ethanol (6.34 g. iodine/50 ml. solution) while maintaining the pH at 5.5 to 6.5 with 1 N sodium hydroxide. Excess iodine is removed with dilute sodium thiosulfate and the solution is concentrated, cooled and acidified with 1:1 hydrochloric acid. Solvent is added and the layers are separated. The organic laye... Starting materials: C1(CC1)N1C=C(C(C2=CC(=C(C(=C12)F)F)F)=O)C(=O)O (1-Cyclopropyl-6,7,8-trifluoro-1,4-dihydro-4-oxoquinoline-3-carboxylic acid), Cl.N1(N=NC=C1)C1CNC1 (3-(1,2,3-triazol-1-yl) azetidine hydrochloride), C1CCC2=NCCCN2CC1 (DBU). The solvent is N1=CC=CC=C1 (pyridine). Product: C1(CC1)N1C=C(C(C2=CC(=C(C(=C12)F)N1CC(C1)N1N=NC=C1)F)=O)C(=O)O (1-Cyclopropyl-6,8-difluoro-7-[3-(1,2,3-triazol-1-yl) azetidin-1-yl]-1,4-dihydro-4-oxoquinoline-3-carboxylic acid). Yield: 91.8%. Reaction SMILES: [CH:1]1([N:4]2[C:13]3[C:8](=[CH:9][C:10]([F:16])=[C:11](F)[C:12]=3[F:14])[C:7](=[O:17])[C:6]([C:18]([OH:20])=[O:19])=[CH:5]2)[CH2:3][CH2:2]1.Cl.[N:22]1([CH:27]2[CH2:30][NH:29][CH2:28]2)[CH:26]=[CH:25][N:24]=[N:23]1.C1CCN2C(=NCCC2)CC1>N1C=CC=CC=1>[CH:1]1([N:4]2[C:13]3[C:8](=[CH:9][C:10]([F:16])=[C:11]([N:29]4[CH2:30][CH:27]([N:22]5[CH:26]=[CH:25][N:24]=[N:23]5)[CH2:28]4)[C:12]=3[F:14])[C:7](=[O:17])[C:6]([C:18]([OH:20])=[O:19])=[CH:5]2)[CH2:2][CH2:3]1 |f:1.2|. Reported procedure: 1-Cyclopropyl-6,7,8-trifluoro-1,4-dihydro-4-oxoquinoline-3-carboxylic acid (50 mg, 0.18 mmol) was reacted with 3-(1,2,3-triazol-1-yl) azetidine hydrochloride (72 mg, 0.45 mmol) in 3 ml of dry pyridine in the presence of 68.5 mg (0.45 mmol) of DBU at 80° C. for 16 h. The yellow solution was then evaporated to dryness, water was added to the residue, solid was collected and dried to yield 64 mg (92%) of the desired product. m.p. 315°-316° C. 1H NMR (TFA) δ: 9.26 (s, 1H), 8.75 (d, 1.2Hz, 1H), 8.60 ... The reactants are COC1=CC=C(C=C1)NC(=O)C1=CC=C(C=2OC3=C(C21)C=C(C=C3)[N+](=O)[O-])OC (N1-(4-methoxyphenyl)-4-methoxy-8-nitro-dibenzo[b,d]furan-1-carboxamide), O.NN (hydrazine hydrate). Reagents/catalysts: [Ni] (raney nickel). Solvent: CO (methanol), CN(C)C=O (DMF). Product: COC1=CC=C(C=C1)NC(=O)C1=CC=C(C=2OC3=C(C21)C=C(C=C3)N)OC (N1-(4-methoxyphenyl)-4-methoxy-8-amino-dibenzo[b,d]furan-1-carboxamide). The yield is 69.6%. As a reaction SMILES: [CH3:1][O:2][C:3]1[CH:8]=[CH:7][C:6]([NH:9][C:10]([C:12]2[C:20]3[C:19]4[CH:21]=[C:22]([N+:25]([O-])=O)[CH:23]=[CH:24][C:18]=4[O:17][C:16]=3[C:15]([O:28][CH3:29])=[CH:14][CH:13]=2)=[O:11])=[CH:5][CH:4]=1.O.NN>[Ni].CO.CN(C=O)C>[CH3:1][O:2][C:3]1[CH:8]=[CH:7][C:6]([NH:9][C:10]([C:12]2[C:20]3[C:19]4[CH:21]=[C:22]([NH2:25])[CH:23]=[CH:24][C:18]=4[O:17][C:16]=3[C:15]([O:28][CH3:29])=[CH:14][CH:13]=2)=[O:11])=[CH:5][CH:4]=1 |f:1.2|. Reported procedure: N1-(4-methoxyphenyl)-4-methoxy-8-nitro-dibenzo[b,d]furan-1-carboxamide (140 mg) (from step 1) was reduced using raney nickel (100 mg) in methanol (40 ml) and DMF (10 ml) in the presence of hydrazine hydrate (1.0 ml) under gentle reflux for 1 h. The reaction mixture was filtered through celite and the filterate was concentrated in vaccuo. The residue was triturated with water, to obtain a solid which was filtered dried to give the product as white solid (90 mg).